describe an organic reaction: reactants, conditions, products, and yield From a dataset of the Open Reaction Database (ORD), a public repository of structured organic reaction records. Procedure: In a 250 mL round-bottomed flask was placed 8-(6-(3,6-dihydro-2H-pyran-4-yl)-2-(4-nitrophenyl)pyrimidin-4-yl)-3-oxa-8-azabicyclo[3.2.1]octane (74, 353 mg, 0.895 mmol) in dichloromethane (10 mL) and 2-propanol (10 mL) to give a yellow solution. Pd—C (95 mg, 0.089 mmol) was added. The reaction mixture was stirred for 72 hours under an atmosphere of hydrogen. The reaction mixture was diluted with dichloromethane, filtered through Celite™ and washed with dichloromethane. The mixture was concentrated... Conditions: time 72 hour. Run in ClCCl (dichloromethane), CC(C)O (2-propanol), ClCCl (dichloromethane). The yield is 98.8%. Reaction SMILES: [O:1]1[CH2:6][CH:5]=[C:4]([C:7]2[N:12]=[C:11]([C:13]3[CH:18]=[CH:17][C:16]([N+:19]([O-])=O)=[CH:15][CH:14]=3)[N:10]=[C:9]([N:22]3[CH:27]4[CH2:28][CH2:29][CH:23]3[CH2:24][O:25][CH2:26]4)[CH:8]=2)[CH2:3][CH2:2]1>ClCCl.CC(O)C.[Pd]>[CH:23]12[N:22]([C:9]3[CH:8]=[C:7]([CH:4]4[CH2:3][CH2:2][O:1][CH2:6][CH2:5]4)[N:12]=[C:11]([C:13]4[CH:14]=[CH:15][C:16]([NH2:19])=[CH:17][CH:18]=4)[N:10]=3)[CH:27]([CH2:28][CH2:29]1)[CH2:26][O:25][CH2:24]2. The reagents and catalysts are [Pd] (Pd—C). Yields the product C12COCC(CC1)N2C2=NC(=NC(=C2)C2CCOCC2)C2=CC=C(N)C=C2 (4-[4-(3-oxa-8-azabicyclo[3.2.1]oct-8-yl)-6-(tetrahydro-2H-pyran-4-yl)pyrimidin-2-yl]aniline). The reactants are O1CCC(=CC1)C1=CC(=NC(=N1)C1=CC=C(C=C1)[N+](=O)[O-])N1C2COCC1CC2 (8-[6-(3,6-dihydro-2H-pyran-4-yl)-2-(4-nitrophenyl)pyrimidin-4-yl]-3-oxa-8-azabicyclo[3.2.1]octane).